From a dataset of the Open Reaction Database (ORD), a public repository of structured organic reaction records. describe an organic reaction: reactants, conditions, products, and yield The reactants are FC=1C=C(C=C(C1NS(=O)(=O)C)F)C(C)NC(=O)C=1N=C(OC1)Cl (2-Chloro-oxazole-4-carboxylic acid [1-(3,5-difluoro-4-methanesulfonylamino-phenyl)-ethyl]-amide), CC1(OC2=C(C1)C=CC=C2O)C (2,3-dihydro-2,2-dimethyl-7-benzofuranol). Product: FC=1C=C(C=C(C1NS(=O)(=O)C)F)C(C)NC(=O)C=1N=C(OC1)OC1=CC=CC=2CC(OC21)(C)C (2-(2,2-Dimethyl-2,3-dihydro-benzofuran-7-yloxy)-oxazole-4-carboxylic acid [1-(3,5-difluoro-4-methanesulfonylamino-phenyl)-ethyl]-amide). The yield is 89.6%. RXN SMILES: [F:1][C:2]1[CH:3]=[C:4]([CH:14]([NH:16][C:17]([C:19]2[N:20]=[C:21](Cl)[O:22][CH:23]=2)=[O:18])[CH3:15])[CH:5]=[C:6]([F:13])[C:7]=1[NH:8][S:9]([CH3:12])(=[O:11])=[O:10].[CH3:25][C:26]1([CH3:36])[CH2:30][C:29]2[CH:31]=[CH:32][CH:33]=[C:34]([OH:35])[C:28]=2[O:27]1>>[F:1][C:2]1[CH:3]=[C:4]([CH:14]([NH:16][C:17]([C:19]2[N:20]=[C:21]([O:35][C:34]3[C:28]4[O:27][C:26]([CH3:36])([CH3:25])[CH2:30][C:29]=4[CH:31]=[CH:32][CH:33]=3)[O:22][CH:23]=2)=[O:18])[CH3:15])[CH:5]=[C:6]([F:13])[C:7]=1[NH:8][S:9]([CH3:12])(=[O:11])=[O:10]. Procedure: 2-Chloro-oxazole-4-carboxylic acid [1-(3,5-difluoro-4-methanesulfonylamino-phenyl)-ethyl]-amide (40 mg, 0.11 mmol) was reacted with 2,3-dihydro-2,2-dimethyl-7-benzofuranol (22 mg, 0.13 mmol) to give the title compound (50 mg, 94%) after purification by flash chromatography on silica gel (gradient 12% to 100% EtOAc in n-hexane). Starting materials: OCCC=1N=NNC1 (Hydroxyethyltriazole), S(=O)(Br)Br (thionyl bromide). Solvent: C(Cl)(Cl)Cl (chloroform). Yields the product Br.BrCCC=1N=NNC1 (Bromoethyltriazole Hydrobromide Salt). As a reaction SMILES: O[CH2:2][CH2:3][C:4]1[N:5]=[N:6][NH:7][CH:8]=1.S(Br)([Br:11])=O>C(Cl)(Cl)Cl>[BrH:11].[Br:11][CH2:2][CH2:3][C:4]1[N:5]=[N:6][NH:7][CH:8]=1 |f:3.4|. Procedure details: Stir 600 mg of the product of Step A and 1.1 g thionyl bromide in 6 ml of chloroform under a nitrogen atmosphere for 11/2 hours. Evaporate the solvent in vacuo. Dry the resultant residue under high vacuum for 15 minutes to obtain the title compound. Yields the product CC1=CC=C(C=N1)C(=O)N1CCN(CC1)S(=O)(=O)C1=CC=C(C=C1)OC(F)(F)F (1-[(6-Methyl-3-pyridinyl)carbonyl]-4-({4-[(trifluoromethyl)oxy]phenyl}sulfonyl)piperazine). Yield: 20.1%. Starting materials: CC1=CC=C(C=N1)C(=O)N1CCNCC1 (1-[(6-methyl-3-pyridinyl)carbonyl]piperazine), FC(OC1=CC=C(C=C1)S(=O)(=O)Cl)(F)F (4-[(trifluoromethyl)oxy]benzenesulfonyl chloride), CCN(C(C)C)C(C)C (DIPEA). Procedure: To a solution of 1-[(6-methyl-3-pyridinyl)carbonyl]piperazine (may be prepared as described in Description 14) (100 mg, 0.487 mmol) in DMF (10 ml) was added 4-[(trifluoromethyl)oxy]benzenesulfonyl chloride (152 mg, 0.585 mmol). Finally DIPEA (0.255 ml, 1.462 mmol) was added and the reaction mixture was stirred at room temperature for 20 h. Solvent was removed by evaporation, the residue was dissolved in ethyl acetate and the solution extracted with saturated aqueous NaHCO3. The organic layer was... Solvent: CN(C)C=O (DMF). Reaction SMILES: [CH3:1][C:2]1[N:7]=[CH:6][C:5]([C:8]([N:10]2[CH2:15][CH2:14][NH:13][CH2:12][CH2:11]2)=[O:9])=[CH:4][CH:3]=1.[F:16][C:17]([F:30])([F:29])[O:18][C:19]1[CH:24]=[CH:23][C:22]([S:25](Cl)(=[O:27])=[O:26])=[CH:21][CH:20]=1.CCN(C(C)C)C(C)C>CN(C=O)C>[CH3:1][C:2]1[N:7]=[CH:6][C:5]([C:8]([N:10]2[CH2:15][CH2:14][N:13]([S:25]([C:22]3[CH:21]=[CH:20][C:19]([O:18][C:17]([F:16])([F:29])[F:30])=[CH:24][CH:23]=3)(=[O:27])=[O:26])[CH2:12][CH2:11]2)=[O:9])=[CH:4][CH:3]=1. Conditions: time 20 hour. Reactants: CC(=O)c1ccc(B(O)O)cc1, Cc1cc(Nc2cc3ccccc3c(Cl)n2)n[nH]1. The product is CC(=O)c1ccc(-c2nc(Nc3cc(C)[nH]n3)cc3ccccc23)cc1. Reaction SMILES: [C:19]([CH3:20])(=[O:21])[c:22]1[cH:23][cH:24][c:25]([B:28]([OH:29])[OH:30])[cH:26][cH:27]1.[Cl:1][c:2]1[n:3][c:4]([NH:12][c:13]2[n:14][nH:15][c:16]([CH3:18])[cH:17]2)[cH:5][c:6]2[cH:7][cH:8][cH:9][cH:10][c:11]12>>[c:2]1(-[c:25]2[cH:24][cH:23][c:22]([C:19]([CH3:20])=[O:21])[cH:27][cH:26]2)[n:3][c:4]([NH:12][c:13]2[n:14][nH:15][c:16]([CH3:18])[cH:17]2)[cH:5][c:6]2[cH:7][cH:8][cH:9][cH:10][c:11]12. The product is COC1(CCN(CC1)CCCCCC(C1=CC=CC=C1)=O)CNC(=O)OC(C)(C)C (4-methoxy-1-(6-oxo-6-phenylhexyl)-4-tert-butoxycarbonylaminomethylpiperidine). RXN SMILES: [CH3:1][O:2][C:3]1([CH2:9][NH:10][C:11]([O:13][C:14]([CH3:17])([CH3:16])[CH3:15])=[O:12])[CH2:8][CH2:7][NH:6][CH2:5][CH2:4]1.Br[CH2:19][CH2:20][CH2:21][CH2:22][CH2:23][C:24]([C:26]1[CH:31]=[CH:30][CH:29]=[CH:28][CH:27]=1)=[O:25].C(=O)([O-])[O-].[K+].[K+]>>[CH3:1][O:2][C:3]1([CH2:9][NH:10][C:11]([O:13][C:14]([CH3:17])([CH3:16])[CH3:15])=[O:12])[CH2:4][CH2:5][N:6]([CH2:19][CH2:20][CH2:21][CH2:22][CH2:23][C:24](=[O:25])[C:26]2[CH:31]=[CH:30][CH:29]=[CH:28][CH:27]=2)[CH2:7][CH2:8]1 |f:2.3.4|. Procedure details: 4-Methoxy-4-tert-butoxycarbonylaminomethylpiperidine (2.3 g), 6-bromo-1-phenyl-1-hexanone (2.52 g) and potassium carbonate (2.6 g) were reacted and treated in the same manner as in Preparation Example 138(1) to give 3.35 g of 4-methoxy-1-(6-oxo-6-phenylhexyl)-4-tert-butoxycarbonylaminomethylpiperidine. The reactants are COC1(CCNCC1)CNC(=O)OC(C)(C)C (4-Methoxy-4-tert-butoxycarbonylaminomethylpiperidine), BrCCCCCC(=O)C1=CC=CC=C1 (6-bromo-1-phenyl-1-hexanone), C([O-])([O-])=O.[K+].[K+] (potassium carbonate). The yield is 85.0%. As a reaction SMILES: C(OC([N:8]1[C:16]2[C:11](=[CH:12][CH:13]=[CH:14][CH:15]=2)[C:10]([CH2:17][CH:18]2[C:27]3[N:23]([C:24]([C:28]4[CH:33]=[CH:32][CH:31]=[CH:30][CH:29]=4)=[N:25][N:26]=3)[C:22]3[CH:34]=[CH:35][CH:36]=[CH:37][C:21]=3[N:20]([CH2:38][C:39](=[O:51])[N:40]([CH2:44][C:45]3[CH:50]=[CH:49][CH:48]=[CH:47][CH:46]=3)[CH:41]([CH3:43])[CH3:42])[C:19]2=[O:52])=[N:9]1)=O)(C)(C)C.Cl>CCOC(C)=O>[CH2:44]([N:40]([CH:41]([CH3:43])[CH3:42])[C:39](=[O:51])[CH2:38][N:20]1[C:19](=[O:52])[CH:18]([CH2:17][C:10]2[C:11]3[C:16](=[CH:15][CH:14]=[CH:13][CH:12]=3)[NH:8][N:9]=2)[C:27]2[N:23]([C:24]([C:28]3[CH:29]=[CH:30][CH:31]=[CH:32][CH:33]=3)=[N:25][N:26]=2)[C:22]2[CH:34]=[CH:35][CH:36]=[CH:37][C:21]1=2)[C:45]1[CH:50]=[CH:49][CH:48]=[CH:47][CH:46]=1. Procedure: Following the procedure described in Example 3(B), Step B, 3-{6-[(benzyl-isopropyl-carbamoyl)-methyl]-5-oxo-1-phenyl-5,6-dihydro-4H-2,3,6,10b-tetraaza-benzo[e]azulen-4-ylmethyl}-indazole-1-carboxylic acid tert-butyl ester (19.1 mg, 0.274 mmol) was deprotected with HCl (4.0M in dioxane, 0.8 mL) over 24 hours. The reaction was diluted with EtOAc, and the organic solution was washed with aqueous NaHCO3 (1×), dried (Na2SO4), filtered and concentrated. Purification by preparative chromatography eluti... Isolated yield 5.2%. Solvent: CCOC(=O)C (EtOAc). Product: C(C1=CC=CC=C1)N(C(CN1C2=C(N3C(=NN=C3C(C1=O)CC1=NNC3=CC=CC=C13)C1=CC=CC=C1)C=CC=C2)=O)C(C)C (N-benzyl-2-[4-(1H-indazol-3-ylmethyl)-5-oxo-1-phenyl-4,5-dihydro-2,3,6,10b-tetraaza-benzo[e]azulen-6-yl]-N-isopropyl-acetamide). Starting materials: C(C)(C)(C)OC(=O)N1N=C(C2=CC=CC=C12)CC1C(N(C2=C(N3C(=NN=C13)C1=CC=CC=C1)C=CC=C2)CC(N(C(C)C)CC2=CC=CC=C2)=O)=O (3-{6-[(benzyl-isopropyl-carbamoyl)-methyl]-5-oxo-1-phenyl-5,6-dihydro-4H-2,3,6,10b-tetraaza-benzo[e]azulen-4-ylmethyl}-indazole-1-carboxylic acid tert-butyl ester), Cl (HCl). The reactants are NC[C@H](O)C1=CC(=C(C=C1)O)F (4-[(1R)-2-amino-1-hydroxyethyl]-2-fluorophenol), C(C)(C)N(CC)C(C)C (diisopropylethylamine), BrCCCCCCOCCCCC=1C=C(C=CC1)S(=O)(=O)N (3-{4-[(6-bromohexyl)oxy]butyl}benzenesulfonamide). The solvent is CN(C=O)C (N,N-dimethylformamide). The product is C(=O)O.FC=1C=C(C=CC1O)[C@H](CNCCCCCCOCCCCC=1C=C(C=CC1)S(=O)(=O)N)O (3-{4-[(6-{[(2R)-2-(3-Fluoro-4-hydroxyphenyl)-2-hydroxyethyl]amino}hexyl)oxy]butyl}benzenesulfonamide formate). Isolated yield 62.1%. RXN SMILES: [NH2:1][CH2:2][C@@H:3]([C:5]1[CH:10]=[CH:9][C:8]([OH:11])=[C:7]([F:12])[CH:6]=1)[OH:4].C(N(C(C)C)CC)(C)C.Br[CH2:23][CH2:24][CH2:25][CH2:26][CH2:27][CH2:28][O:29][CH2:30][CH2:31][CH2:32][CH2:33][C:34]1[CH:35]=[C:36]([S:40]([NH2:43])(=[O:42])=[O:41])[CH:37]=[CH:38][CH:39]=1>CN(C)C=O>[CH:8]([OH:11])=[O:29].[F:12][C:7]1[CH:6]=[C:5]([C@@H:3]([OH:4])[CH2:2][NH:1][CH2:23][CH2:24][CH2:25][CH2:26][CH2:27][CH2:28][O:29][CH2:30][CH2:31][CH2:32][CH2:33][C:34]2[CH:35]=[C:36]([S:40]([NH2:43])(=[O:42])=[O:41])[CH:37]=[CH:38][CH:39]=2)[CH:10]=[CH:9][C:8]=1[OH:11] |f:4.5|. Procedure details: A stirred solution of 4-[(1R)-2-amino-1-hydroxyethyl]-2-fluorophenol (45 mg), diisopropylethylamine (0.06 ml) and 3-{4-[(6-bromohexyl)oxy]butyl}benzenesulfonamide (86 mg) in N,N-dimethylformamide (1 ml) under nitrogen was heated to 50° for 18 h. The mixture was cooled to 20°, the solvent evaporated in vacuo and the residue purified by mass-directed autopreparative HPLC to give the title compound (36 mg). LCMS RT=2.37 min, ES+ve 483 (MH)+.